The task is: describe an organic reaction: reactants, conditions, products, and yield. This data is from the Open Reaction Database (ORD), a public repository of structured organic reaction records. The reactants are NC=1C=C(C(=O)OC)C=C(C1)CCC (Methyl 3-amino-5-propylbenzoate), N1=CC=CC=C1 (pyridine), C(C=C)S(=O)(=O)Cl (2-propene-1-sulfonyl chloride). Reagents/catalysts: CN(C)C=1C=CN=CC1 (DMAP). The solvent is C(Cl)Cl (CH2Cl2), CCOC(=O)C (AcOEt). Run at time 4 day. Product: C(CC=C)S(=O)(=O)NC=1C=C(C(=O)OC)C=C(C1)CCC (methyl 3-[(3-buten-1-ylsulfonyl)amino]-5-propylbenzoate). Yield: 32.4%. As a reaction SMILES: [NH2:1][C:2]1[CH:3]=[C:4]([CH:9]=[C:10]([CH2:12][CH2:13][CH3:14])[CH:11]=1)[C:5]([O:7][CH3:8])=[O:6].N1C=[CH:19][CH:18]=[CH:17][CH:16]=1.C([S:24](Cl)(=[O:26])=[O:25])C=C>C(Cl)Cl.CN(C1C=CN=CC=1)C.CCOC(C)=O>[CH2:16]([S:24]([NH:1][C:2]1[CH:3]=[C:4]([CH:9]=[C:10]([CH2:12][CH2:13][CH3:14])[CH:11]=1)[C:5]([O:7][CH3:8])=[O:6])(=[O:26])=[O:25])[CH2:17][CH:18]=[CH2:19]. Procedure: To a solution of methyl 3-amino-5-propylbenzoate (D133) (2.49 g, 12.9 mmol, 1 equiv) in CH2Cl2 (25 ml) were added pyridine (1.13 ml, 14 mmol, 1.1 equiv), 2-propene-1-sulfonyl chloride (2 g, 12.9 mmol, 1 equiv) and DMAP (350 mg, 2.9 mmol, 0.2 equiv) and the resulting mixture was stirred at room temperature for 4 days. The solution was diluted with AcOEt and the organic phase was washed with H2O, dried over MgSO4 and concentrated in vacuo. Purification of the residue by flash chromatography on sil... Starting materials: C1(CCCCC1)N1C(=C(C2=CC(=CC=C12)O)CC(=O)N)C (1-Cyclohexyl-5-hydroxy-2-methyl-1H-indole-3-acetamide), [H-].[Na+] (NaH), BrCCCC(=O)OCC (ethyl 4-bromobutyrate). Yields the product C(C)OC(CCCOC=1C=C2C(=C(N(C2=CC1)C1CCCCC1)C)CC(=O)N)=O (4-[[3-(2-amino-2-oxoethyl)-1-cyclohexyl-2-methyl-1-H-indol-5-yl]oxy]butanoic acid ethyl ester). Isolated yield 46.0%. As a reaction SMILES: [CH:1]1([N:7]2[C:15]3[C:10](=[CH:11][C:12]([OH:16])=[CH:13][CH:14]=3)[C:9]([CH2:17][C:18]([NH2:20])=[O:19])=[C:8]2[CH3:21])[CH2:6][CH2:5][CH2:4][CH2:3][CH2:2]1.[H-].[Na+].Br[CH2:25][CH2:26][CH2:27][C:28]([O:30][CH2:31][CH3:32])=[O:29]>>[CH2:31]([O:30][C:28](=[O:29])[CH2:27][CH2:26][CH2:25][O:16][C:12]1[CH:11]=[C:10]2[C:15](=[CH:14][CH:13]=1)[N:7]([CH:1]1[CH2:2][CH2:3][CH2:4][CH2:5][CH2:6]1)[C:8]([CH3:21])=[C:9]2[CH2:17][C:18]([NH2:20])=[O:19])[CH3:32] |f:1.2|. Procedure: 1-Cyclohexyl-5-hydroxy-2-methyl-1H-indole-3-acetamide (300 mg, 1.0 mmol) was reacted with 40 mg (1.0 mmol) of 60% NaH/mineral oil and then 0.143 mL (1.0 mmol) of ethyl 4-bromobutyrate as described in Example 50, Part D to give a product that was chromatographed on silica gel (eluted with 2% MeOH/methylene chloride) to give 190 mg (46% yield) of [4-[[3-(2-amino-2-oxoethyl)-1-cyclohexyl-2-methyl-1-H-indol-5-yl]oxy]butanoic acid ethyl ester, mp, 92-94(° C.